This data is from the Open Reaction Database (ORD), a public repository of structured organic reaction records. The task is: describe an organic reaction: reactants, conditions, products, and yield Starting materials: C, CCCC1CCC(C2CCC(C=Cc3ccc(OCC)c(F)c3C(F)(F)F)CC2)CC1, [Pd]. The product is CCCC1CCC(C2CCC(CCc3ccc(OCC)c(F)c3C(F)(F)F)CC2)CC1. Reaction SMILES: [C:32].[CH2:1]([CH2:2][CH3:3])[CH:4]1[CH2:5][CH2:6][CH:7]([CH:10]2[CH2:11][CH2:12][CH:13]([CH:16]=[CH:17][c:18]3[c:19]([C:28]([F:29])([F:30])[F:31])[c:20]([F:27])[c:21]([O:24][CH2:25][CH3:26])[cH:22][cH:23]3)[CH2:14][CH2:15]2)[CH2:8][CH2:9]1.[Pd:33]>>[CH2:1]([CH2:2][CH3:3])[CH:4]1[CH2:5][CH2:6][CH:7]([CH:10]2[CH2:11][CH2:12][CH:13]([CH2:16][CH2:17][c:18]3[c:19]([C:28]([F:29])([F:30])[F:31])[c:20]([F:27])[c:21]([O:24][CH2:25][CH3:26])[cH:22][cH:23]3)[CH2:14][CH2:15]2)[CH2:8][CH2:9]1. The reactants are B(Br)(Br)Br.C(Cl)Cl (BBr3 CH2Cl2), BrC1=C2C=CC=CC2=C(C2=C1SC(=C2C)C)C2=CC(=C(OS(=O)(=O)C1=C(C(=CS1)C(=O)O)OC)C=C2)C2CCCC2 (5-[4-(9-bromo-2,3-dimethyl-naphtho[2,3-b]thiophen-4-yl)-2-cyclopentyl-phenoxysulfonyl]-4-methoxy-thiophene-3-carboxylic acid), C(=O)=O.CC(=O)C (dry ice acetone). The solvent is C(Cl)Cl (CH2Cl2). Reaction conditions: time 1 hour. Product: BrC1=C2C=CC=CC2=C(C2=C1SC(=C2C)C)C2=CC(=C(OS(=O)(=O)C1=C(C(=CS1)C(=O)O)O)C=C2)C2CCCC2 (5-[4-(9-Bromo-2,3-dimethyl-naphtho[2,3-b]thiophen-4-yl)-2-cyclopentyl-phenoxysulfonyl]-4-hydroxy-thiophene-3-carboxylic acid). Yield: 97.4%. Reaction SMILES: [Br:1][C:2]1[C:11]2[S:12][C:13]([CH3:16])=[C:14]([CH3:15])[C:10]=2[C:9]([C:17]2[CH:36]=[CH:35][C:20]([O:21][S:22]([C:25]3[S:29][CH:28]=[C:27]([C:30]([OH:32])=[O:31])[C:26]=3[O:33]C)(=[O:24])=[O:23])=[C:19]([CH:37]3[CH2:41][CH2:40][CH2:39][CH2:38]3)[CH:18]=2)=[C:8]2[C:3]=1[CH:4]=[CH:5][CH:6]=[CH:7]2.B(Br)(Br)Br.C(Cl)Cl.C(=O)=O.CC(C)=O>C(Cl)Cl>[Br:1][C:2]1[C:11]2[S:12][C:13]([CH3:16])=[C:14]([CH3:15])[C:10]=2[C:9]([C:17]2[CH:36]=[CH:35][C:20]([O:21][S:22]([C:25]3[S:29][CH:28]=[C:27]([C:30]([OH:32])=[O:31])[C:26]=3[OH:33])(=[O:24])=[O:23])=[C:19]([CH:37]3[CH2:41][CH2:40][CH2:39][CH2:38]3)[CH:18]=2)=[C:8]2[C:3]=1[CH:4]=[CH:5][CH:6]=[CH:7]2 |f:1.2,3.4|. Procedure details: At -78° C., to a stirred suspension of 5-[4-(9-bromo-2,3-dimethyl-naphtho[2,3-b]thiophen-4-yl)-2-cyclopentyl-phenoxysulfonyl]-4-methoxy-thiophene-3-carboxylic acid (0.286 g, 0.426 mmol) in CH2Cl2 (2.86 mL) was added 1M BBr3 /CH2Cl2 (1.32 mL, 1.32 mmol). After the addition was complete the dry ice/acetone bath was replaced with an ice water bath and the reaction was stirred for 1 h. The reaction was quenched with crushed ice, diluted with H2O (40 mL) and extracted with EtOAc. The combined organic...